Dataset: the Open Reaction Database (ORD), a public repository of structured organic reaction records. Task: describe an organic reaction: reactants, conditions, products, and yield Reactants: COC1=C(C=O)C=CC=C1 (o-methoxybenzaldehyde), C(C)(=O)OCC (ethyl acetate), CC(=O)C (acetone), [OH-].[Na+] (sodium hydroxide), O (water). Run at time 30 minute. Product: COC1=C(C=CC=C1)C=CC(C)=O (4-(2-methoxyphenyl)-3-buten-2-one). Isolated yield 82.3%. As a reaction SMILES: [CH3:1][O:2][C:3]1[CH:10]=[CH:9][CH:8]=[CH:7][C:4]=1[CH:5]=O.[OH-].[Na+].O.C(OCC)(=O)C.[CH3:20][C:21]([CH3:23])=[O:22]>>[CH3:1][O:2][C:3]1[CH:10]=[CH:9][CH:8]=[CH:7][C:4]=1[CH:5]=[CH:20][C:21](=[O:22])[CH3:23] |f:1.2|. Reported procedure: In a 250 ml single neck flask was charged 13.6 g (100 mmoles,1.0 eq) of o-methoxybenzaldehyde dissolved in 30 ml of acetone. To this was added 5 g of 10% aqueous sodium hydroxide solution (12.5 mmoles, 0.125 eq), dropwise and during the course of addition, temperature was kept no higher than 25° C., while the mixture was agitated continuously for 30 minutes. To the mixture was added 50 ml of water, followed by 100 ml of ethyl acetate, the phases were separated and the organic phase was washed wi... The reactants are CuBr, Br (HBr), N(=O)[O-].[Na+] (NaNO2), NC(=O)N (urea), O (water), N(=O)[O-].[Na+] (NaNO2), Br (HBr), CuBr, diazonium, ice, ice, NC1=C2C=CC(=CC2=CC=C1)S(=O)(=O)O (5-Amino-2-naphthalenesulfonic acid). Solvent: [OH-].[Na+] (NaOH). The product is BrC1=C2C=CC(=CC2=CC=C1)S(=O)(=O)O (5-Bromo-2-naphthalenesulfonic acid). Yield: 57.0%. RXN SMILES: N[C:2]1[CH:11]=[CH:10][CH:9]=[C:8]2[C:3]=1[CH:4]=[CH:5][C:6]([S:12]([OH:15])(=[O:14])=[O:13])=[CH:7]2.N([O-])=O.[Na+].NC(N)=O.O.[BrH:25]>[OH-].[Na+]>[Br:25][C:2]1[CH:11]=[CH:10][CH:9]=[C:8]2[C:3]=1[CH:4]=[CH:5][C:6]([S:12]([OH:15])(=[O:14])=[O:13])=[CH:7]2 |f:1.2,6.7|. Procedure details: 5-Amino-2-naphthalenesulfonic acid (11.15 g, 50 mmol) was dissolved in 100 ml of 0.5 N NaOH solution with stirring. The dark-red solution was cooled down to 0° C. by addition of ice (~100 g). Before the ice completely dissolved, 20 ml of 40% HBr aqueous solution was added dropwise and the resulting suspension was maintained at -5° to 0° C., then 10 ml of NaNO2 (3.65 g) aqueous solution was added in 30 minutes. The mixture was stirred continuously for 30 minutes at -5~0° C. The unreacted NaNO2 wa...